Dataset: the Open Reaction Database (ORD), a public repository of structured organic reaction records. Task: describe an organic reaction: reactants, conditions, products, and yield Reactants: C(CCCCCCCCCCCCCCCCC)(=O)N1CC(C1)O (1-octadecanoyl-3-hydroxyazetidine), B#B (diborane), Cl (hydrochloric acid). The solvent is O1CCCC1 (tetrahydrofuran), O1CCCC1 (tetrahydrofuran). Reaction conditions: time 1 hour. Product: Cl.C(CCCCCCCCCCCCCCCCC)N1CC(C1)O (1-octadecyl-3-hydroxyazetidine hydrochloride). RXN SMILES: B#B.[C:3]([N:22]1[CH2:25][CH:24]([OH:26])[CH2:23]1)(=O)[CH2:4][CH2:5][CH2:6][CH2:7][CH2:8][CH2:9][CH2:10][CH2:11][CH2:12][CH2:13][CH2:14][CH2:15][CH2:16][CH2:17][CH2:18][CH2:19][CH3:20].[ClH:27]>O1CCCC1>[ClH:27].[CH2:3]([N:22]1[CH2:25][CH:24]([OH:26])[CH2:23]1)[CH2:4][CH2:5][CH2:6][CH2:7][CH2:8][CH2:9][CH2:10][CH2:11][CH2:12][CH2:13][CH2:14][CH2:15][CH2:16][CH2:17][CH2:18][CH2:19][CH3:20] |f:4.5|. Procedure: To a stirred solution of 85 ml of 0.98 M diborane in tetrahydrofuran, maintained at about 10° C. under a nitrogen atomosphere, add a solution of 8.16 g 1-octadecanoyl-3-hydroxyazetidine in 420 ml dry tetrahydrofuran over a period of 1.5 hours. Stir for one hour at room temperature then heat for 1.5 hours at 55°-60° C. Allow the reaction mixture to cool to room temperature and cautiously acidify with 30 ml 6 M aqueous hydrochloric acid. Reflux for one hour and distill in vacuo until about 150 ml ...